From a dataset of the Open Reaction Database (ORD), a public repository of structured organic reaction records. describe an organic reaction: reactants, conditions, products, and yield Starting materials: [Cl-].CC(=CC[N+]1=CC(=CC=C1)C(CCC)=O)C (1-(3-Methyl-2-butenyl)-3-butyryl pyridinium chloride), C1(=CC=CC=C1)CCN1C=C(CCC1)C(=O)C (Methyl 1-(2-phenylethyl)-1,4,5,6-tetrahydro-3-pyridyl ketone). Yields the product CC(CCN1C=C(CCC1)C(=O)CCC)C (Propyl 1-(3-methylbutyl)-1,4,5,6-tetrahydro-3pyridyl ketone). As a reaction SMILES: [Cl-].[CH3:2][C:3]([CH3:17])=[CH:4][CH2:5][N+:6]1[CH:11]=[CH:10][CH:9]=[C:8]([C:12](=[O:16])[CH2:13][CH2:14][CH3:15])[CH:7]=1.C1(CCN2CCCC(C(C)=O)=C2)C=CC=CC=1>>[CH3:2][CH:3]([CH3:17])[CH2:4][CH2:5][N:6]1[CH2:11][CH2:10][CH2:9][C:8]([C:12]([CH2:13][CH2:14][CH3:15])=[O:16])=[CH:7]1 |f:0.1|. Reported procedure: 1-(3-Methyl-2-butenyl)-3-butyryl pyridinium chloride was hydrogenated according to the procedure described in Part (b) of Example 6 to give propyl 1-(3-methylbutyl)-1,4,5,6-tetrahydro-3-pyridyl ketone (14). The product was distilled as a pale yellow oil (b.pt. 126-129°C./0.02 mm Hg).